From a dataset of the Open Reaction Database (ORD), a public repository of structured organic reaction records. describe an organic reaction: reactants, conditions, products, and yield Reaction conditions: time 14 hour. Product: CC(C)(C)[S@@](=O)N=CC1=NC=C(C=C1)OCC(F)(F)F ((R)-2-methyl-N-[(5-(2,2,2-trifluoroethoxy)pyridin-2-yl)methylene]propane-2-sulfinamide). Solvent: ClCCl (dichloromethane), ClCCl (dichloromethane). The reactants are FC(COC=1C=CC(=NC1)C=O)(F)F (5-(2,2,2-trifluoroethoxy)pyridin-2-carboxaldehyde), [O-]Cl.[Na+] (NaOCl), aldehyde, FC(COC=1C=CC(=NC1)CO)(F)F ((5-(2,2,2-trifluoroethoxy)pyridin-2-yl)methanol), [K+].[Br-] (KBr), CC(C)(C)[S@@](=O)N ((R)-2-methyl-2-propanesulfinamide), C([O-])(O)=O (bicarbonate), alcohol. Reported procedure: To a suspension of 2-methyl-5-hydroxypyridine (10.5 g, 96.0 mmol) and cesium carbonate (36.1 g, 111 mmol) in DMF (100 mL) was added 2,2,2-trifluoroethyl-trifluoromethanesulfonate (25.7 g, 111 mmol) dropwise over 30 min. The reaction was exothermic and the mixture, which turned to a dark brown color, was stirred for an additional 1 h. The mixture was diluted with water (200 mL) and extracted with EtOAc (200 mL). The organic layer was washed with water (100 mL) then dried over MgSO4, filtered, and... The yield is 66.3%. Reagents/catalysts: [O-]S(=O)(=O)[O-].[Cu+2] (CuSO4), CC1(CCCC(N1[O])(C)C)C (TEMPO). As a reaction SMILES: [F:1][C:2]([F:14])([F:13])[CH2:3][O:4][C:5]1[CH:6]=[CH:7][C:8]([CH2:11]O)=[N:9][CH:10]=1.[K+].[Br-].C(=O)(O)[O-].[O-]Cl.[Na+].FC(F)(F)COC1C=CC(C=O)=NC=1.[CH3:38][C:39]([S@:42]([NH2:44])=[O:43])([CH3:41])[CH3:40]>ClCCl.[O-]S([O-])(=O)=O.[Cu+2].CC1(C)N([O])C(C)(C)CCC1>[CH3:38][C:39]([S@:42]([N:44]=[CH:11][C:8]1[CH:7]=[CH:6][C:5]([O:4][CH2:3][C:2]([F:14])([F:13])[F:1])=[CH:10][N:9]=1)=[O:43])([CH3:41])[CH3:40] |f:1.2,4.5,9.10,^1:57|. The product is C(CCC)C1=NC2=C(N1CC1=C(C=CC=C1)Cl)C(=CC=C2)CC#N (2-n-butyl-1-(2-chlorophenyl)methyl-7-cyanomethyl-1H-benzimidazole). Procedure: A mixture of 2-n-butyl-7-chloromethyl-1-(2-chlorophenyl)methyl-1H-benzimidazole, hydrochloride (1 g, 2.6 mmol) in dimethylsulfoxide (10 mL) was treated with sodium cyanide (153 mg, 3.12 mmol). The solid slowly went into solution, and after stirring for 3 hours at 25° C., the reaction was poured into water, some ammonium hydroxide solution was added and the resulting white precipitate was isolated to give 0.77 g of crude product; mp 122°-124° C. Crystallization from methylene chloride/hexane prov... Isolated yield 84.0%. Reactants: [OH-].[NH4+] (ammonium hydroxide), Cl.C(CCC)C1=NC2=C(N1CC1=C(C=CC=C1)Cl)C(=CC=C2)CCl (2-n-butyl-7-chloromethyl-1-(2-chlorophenyl)methyl-1H-benzimidazole, hydrochloride), O (water), [C-]#N.[Na+] (sodium cyanide). As a reaction SMILES: Cl.[CH2:2]([C:6]1[N:10]([CH2:11][C:12]2[CH:17]=[CH:16][CH:15]=[CH:14][C:13]=2[Cl:18])[C:9]2[C:19]([CH2:23]Cl)=[CH:20][CH:21]=[CH:22][C:8]=2[N:7]=1)[CH2:3][CH2:4][CH3:5].[C-:25]#[N:26].[Na+].O.[OH-].[NH4+]>CS(C)=O>[CH2:2]([C:6]1[N:10]([CH2:11][C:12]2[CH:17]=[CH:16][CH:15]=[CH:14][C:13]=2[Cl:18])[C:9]2[C:19]([CH2:23][C:25]#[N:26])=[CH:20][CH:21]=[CH:22][C:8]=2[N:7]=1)[CH2:3][CH2:4][CH3:5] |f:0.1,2.3,5.6|. Run in CS(=O)C (dimethylsulfoxide). Reaction conditions: temperature 25 celsius, time 3 hour. Run at temperature -33 celsius, time 2 hour. The solvent is CO (methanol), Cl (hydrochloric acid). Yields the product Cl.NCC(=O)N1C2=C(C=CC3=C1C=CC=C3)C=CC=C2 (5-(aminoacetyl)-5H-dibenzo[b,f]azepinehydrochloride). The yield is 90.0%. RXN SMILES: Br[CH2:2][C:3]([N:5]=[C:6]1[CH:11]=[CH:10][CH:9]=[CH:8][CH:7]1[CH:12]=[CH:13][C:14]1[CH:19]=[CH:18][CH:17]=[CH:16][CH:15]=1)=[O:4].[NH3:20].[I-].[Na+].C(Cl)(Cl)[Cl:24]>CO.Cl>[ClH:24].[NH2:20][CH2:2][C:3]([N:5]1[C:15]2[CH:16]=[CH:17][CH:18]=[CH:19][C:14]=2[CH:13]=[CH:12][C:7]2[CH:8]=[CH:9][CH:10]=[CH:11][C:6]1=2)=[O:4] |f:2.3,7.8|. The reactants are BrCC(=O)N=C1C(C=CC=C1)C=CC1=CC=CC=C1 (N-bromoacetyliminostilbene), N (ammonia), C(Cl)(Cl)Cl (chloroform), [I-].[Na+] (sodium iodide). Reported procedure: A solution of 2.2 g (7 mmol) of crude N-bromoacetyl-iminostilbene (38) in 25 mL of chloroform was added carefully to 250 mL of condensed liquid ammonia at -33° C. To the reaction mixture 6.0 g (40 mmol) of sodium iodide was added, the mixture was stirred at -33° C. for 2 hours and evaporated overnight. A water-white oily solution remained and 50 mL of water was added. The solution was extracted with 2×150 mL of chloroform. The solvent was dried over Na2SO4 and evaporated to yield a clear oil tha... Starting materials: CSc1ncc2c(Br)cc(=O)n(C3CCCC3)c2n1, [N-]=[N+]=[N-], [Na+], CN(C)C=O. Yields the product CSc1ncc2c(N=[N+]=[N-])cc(=O)n(C3CCCC3)c2n1. Reaction SMILES: [Br:5][c:6]1[cH:7][c:8](=[O:23])[n:9]([CH:18]2[CH2:19][CH2:20][CH2:21][CH2:22]2)[c:10]2[n:11][c:12]([S:16][CH3:17])[n:13][cH:14][c:15]12.[N-:2]=[N+:3]=[N-:4].[Na+:1].[O:24]=[CH:25][N:26]([CH3:27])[CH3:28]>>[N:2](=[N+:3]=[N-:4])[c:6]1[cH:7][c:8](=[O:23])[n:9]([CH:18]2[CH2:19][CH2:20][CH2:21][CH2:22]2)[c:10]2[n:11][c:12]([S:16][CH3:17])[n:13][cH:14][c:15]12. Starting materials: C1(=CC=CC2=CC=CC=C12)O (1-naphthol), C1CCCS1=O (tetramethylene sulfoxide), Cl (hydrogen chloride), 4-hydroxynaphthyl-1-tetrahydrothlophenium chloride, FC(C(C(F)(F)F)OC(=O)C12CC3CC(CC(C1)C3)C2)(S(=O)(=O)[O-])F.[Na+] (sodium 1,1,3,3,3-pentafluoro-2-(adamantane-1-carbonyloxy)propanesulfonate). Run in CO (methanol). Reaction conditions: temperature -16 celsius. Yields the product C12(CC3CC(CC(C1)C3)C2)C(=O)OC(C(S(=O)(=O)[O-])(F)F)C(F)(F)F.OC2=CC=C(C3=CC=CC=C23)[S+]2CCCC2 (4-hydroxynaphthyl-1-tetrahydrothiophenium 2-(adamantane-1-carbonyloxy)-1,1,3,3,3-pentafluoropropane-sulfonate). Yield: 43.0%. Reaction SMILES: [C:1]1([OH:11])[C:10]2[C:5](=[CH:6][CH:7]=[CH:8][CH:9]=2)[CH:4]=[CH:3][CH:2]=1.[CH2:12]1[S:16](=O)[CH2:15][CH2:14][CH2:13]1.Cl.[F:19][C:20]([F:43])([S:39]([O-:42])(=[O:41])=[O:40])[CH:21]([O:26][C:27]([C:29]12[CH2:38][CH:33]3[CH2:34][CH:35]([CH2:37][CH:31]([CH2:32]3)[CH2:30]1)[CH2:36]2)=[O:28])[C:22]([F:25])([F:24])[F:23].[Na+]>CO>[C:29]12([C:27]([O:26][CH:21]([C:22]([F:25])([F:23])[F:24])[C:20]([F:19])([F:43])[S:39]([O-:42])(=[O:40])=[O:41])=[O:28])[CH2:30][CH:31]3[CH2:37][CH:35]([CH2:34][CH:33]([CH2:32]3)[CH2:38]1)[CH2:36]2.[OH:11][C:1]1[C:10]2[C:5](=[CH:6][CH:7]=[CH:8][CH:9]=2)[C:4]([S+:16]2[CH2:12][CH2:13][CH2:14][CH2:15]2)=[CH:3][CH:2]=1 |f:3.4,6.7|. Procedure: First 10 g (0.069 mol) of 1-naphthol and 7.2 g (0.069 mol) of tetramethylene sulfoxide were dissolved in 50 g of methanol and cooled at −16° C. An excess amount of hydrogen chloride gas was fed into the solution at a temperature below 20° C. Nitrogen was bubbled into the solution to expel the excess of hydrogen chloride gas whereupon the reaction solution was concentrated. Water and diisopropyl ether were added to the concentrate, from which a water layer, aqueous solution of 4-hydroxynaphthyl-1...